Dataset: the Open Reaction Database (ORD), a public repository of structured organic reaction records. Task: describe an organic reaction: reactants, conditions, products, and yield Starting materials: FC(C=1C=C(C=C(C1)C(F)(F)F)[C@H]([C@@H](C(=O)NN)C=C)O)(F)F ((2S)-2-[(S)-[3,5-Bis(trifluoromethyl)phenyl](hydroxy)methyl]but-3-enehydrazide), CC(C)O (IPA), N(=O)OC(C)(C)C (tert-Butyl nitrite), CC(C)O (IPA). Run in Cl (HCl). Conditions: temperature 50 celsius. The product is FC(C=1C=C(C=C(C1)C(F)(F)F)[C@@H]1[C@@H](NC(O1)=O)C=C)(F)F ((4S,5R)-5-[3,5-bis(trifluoromethyl)phenyl]-4-ethenyl-1,3-oxazolidin-2-one). As a reaction SMILES: [F:1][C:2]([F:23])([F:22])[C:3]1[CH:4]=[C:5]([C@@H:13]([OH:21])[C@H:14]([CH:19]=[CH2:20])C(NN)=O)[CH:6]=[C:7]([C:9]([F:12])([F:11])[F:10])[CH:8]=1.[N:24](OC(C)(C)C)=O.C[CH:32]([OH:34])C>Cl>[F:11][C:9]([F:10])([F:12])[C:7]1[CH:6]=[C:5]([C@H:13]2[O:21][C:32](=[O:34])[NH:24][C@H:14]2[CH:19]=[CH2:20])[CH:4]=[C:3]([C:2]([F:22])([F:1])[F:23])[CH:8]=1. Reported procedure: (2S)-2-[(S)-[3,5-Bis(trifluoromethyl)phenyl](hydroxy)methyl]but-3-enehydrazide (14.5 g, 42.4 mmol) was dissolved in IPA (100 mL) and HCl (4N in dioxane, 20 mL). tert-Butyl nitrite (5.24 g, 50.8 mmol) in IPA (20 mL) was added via a syringe pump at 50° C. over 1 hr. The reaction mixture was stirred at 50° C. and additional hour and the volatiles were removed. The crude mixture was dissolved in ethyl acetate (150 mL), washed with aqueous Na2CO3 (100 mL), dried over sodium sulfate, filtered and conc...